Dataset: the Open Reaction Database (ORD), a public repository of structured organic reaction records. Task: describe an organic reaction: reactants, conditions, products, and yield The reactants are C(#N)C1(CCC(C(C1)C(=O)OC)=O)C1=CC=CC=C1 (methyl 5-cyano-5-phenyl-2-oxocyclohexanecarboxylate), C(C)(=O)O (acetic acid), S(O)(O)(=O)=O (sulfuric acid). Solvent: O (water). The product is C(#N)C1(CCC(CC1)=O)C1=CC=CC=C1 (4-cyano-4-phenylcyclohexanone). The yield is 74.2%. Reaction SMILES: [C:1]([C:3]1([C:14]2[CH:19]=[CH:18][CH:17]=[CH:16][CH:15]=2)[CH2:8][CH:7](C(OC)=O)[C:6](=[O:13])[CH2:5][CH2:4]1)#[N:2].C(O)(=O)C.S(=O)(=O)(O)O>O>[C:1]([C:3]1([C:14]2[CH:15]=[CH:16][CH:17]=[CH:18][CH:19]=2)[CH2:4][CH2:5][C:6](=[O:13])[CH2:7][CH2:8]1)#[N:2]. Procedure details: A mixture of 44.7 g. (0.174 mole) of methyl 5-cyano-5-phenyl-2-oxocyclohexanecarboxylate in 1200 ml. of acetic acid and 600 ml. of 10% sulfuric acid is stirred mechanically on a steam bath for about 7 hours. The mixture is then allowed to cool and diluted with water. This mixture is extracted thoroughly with benzene. The organic layer is washed successively with water, sodium bicarbonate solution and brine and evaporated to dryness. The solid residue is recrystallized from a mixture of ethyl ace... Starting materials: C(C)(C)(C)OC(=O)N1CCC(CC1)CN1C(CNCC1)=O (4-(2-oxo-piperazin-1-ylmethyl)-piperidine-1-carboxylic acid tert-butyl ester), C(C)(C)N(CC)C(C)C (diisopropylethylamine), ClC=1C=CC2=C(SC(=C2)S(=O)(=O)Cl)C1 (6-chloro-benzo[b]thiophene-2-sulfonyl chloride). Solvent: C(Cl)Cl (CH2Cl2), CC#N (MeCN), C(Cl)Cl (CH2Cl2). Reaction conditions: time 16 hour. Yields the product C(C)(C)(C)OC(=O)N1CCC(CC1)CN1C(CN(CC1)S(=O)(=O)C1=CC2=C(S1)C=C(C=C2)Cl)=O (4-[4-(6-chloro-benzo[b]thiophene-2-sulfonyl)-2-oxo-piperazin-1-ylmethyl]-piperidine-1-carboxylic acid tert-butyl ester). Reaction SMILES: [C:1]([O:5][C:6]([N:8]1[CH2:13][CH2:12][CH:11]([CH2:14][N:15]2[CH2:20][CH2:19][NH:18][CH2:17][C:16]2=[O:21])[CH2:10][CH2:9]1)=[O:7])([CH3:4])([CH3:3])[CH3:2].C(N(C(C)C)CC)(C)C.[Cl:31][C:32]1[CH:33]=[CH:34][C:35]2[CH:39]=[C:38]([S:40](Cl)(=[O:42])=[O:41])[S:37][C:36]=2[CH:44]=1>C(Cl)Cl.CC#N>[C:1]([O:5][C:6]([N:8]1[CH2:13][CH2:12][CH:11]([CH2:14][N:15]2[CH2:20][CH2:19][N:18]([S:40]([C:38]3[S:37][C:36]4[CH:44]=[C:32]([Cl:31])[CH:33]=[CH:34][C:35]=4[CH:39]=3)(=[O:42])=[O:41])[CH2:17][C:16]2=[O:21])[CH2:10][CH2:9]1)=[O:7])([CH3:4])([CH3:2])[CH3:3]. Procedure: To a solution of 4-(2-oxo-piperazin-1-ylmethyl)-piperidine-1-carboxylic acid tert-butyl ester (1.44 g, 4.8 mmol) in CH2Cl2 (75 mL) and MeCN (10 mL) is added diisopropylethylamine (1.3 mL, 4.8 mmol) followed by 6-chloro-benzo[b]thiophene-2-sulfonyl chloride (1.29 g, 4.8 mmol), and the reaction is allowed to stir 16 h. The reaction is diluted with CH2Cl2 and washed with 1N HCl and NaHCO3, dried and concentrated. The residue is purified by column chromatography (silica, 40% EtOAc/CH2Cl2) to provide...